This data is from the Open Reaction Database (ORD), a public repository of structured organic reaction records. The task is: describe an organic reaction: reactants, conditions, products, and yield Starting materials: C1CCOC1, COC(=O)C(CC(C)(C)C)NC(=O)OC(C)(C)C, [Cl-], Cl, [Li+], [Na+], [OH-], O, O. The product is CC(C)(C)CC(NC(=O)OC(C)(C)C)C(=O)O. As a reaction SMILES: [CH2:25]1[O:26][CH2:27][CH2:28][CH2:29]1.[CH3:1][O:2][C:3]([CH:4]([NH:5][C:6](=[O:7])[O:8][C:9]([CH3:10])([CH3:11])[CH3:12])[CH2:13][C:14]([CH3:15])([CH3:16])[CH3:17])=[O:18].[Cl-:24].[ClH:22].[Li+:21].[Na+:23].[OH-:20].[OH2:19].[OH2:30]>>[O:2]=[C:3]([CH:4]([NH:5][C:6](=[O:7])[O:8][C:9]([CH3:10])([CH3:11])[CH3:12])[CH2:13][C:14]([CH3:15])([CH3:16])[CH3:17])[OH:18].